This data is from the Open Reaction Database (ORD), a public repository of structured organic reaction records. The task is: describe an organic reaction: reactants, conditions, products, and yield Yields the product C1(=CC=CC=C1)C1(CCC(CC1)N1CCNCC1)C#N (1-Phenyl-4-piperazin-1-yl-cyclohexanecarbonitrile). Procedure details: A mixture of 4-cyano-4-phenyl-cyclohexanone (0.23 g, 1.2 mmol) and piperazine (0.30 g, 3.5 mmol) in 20 ml of toluene was stirred at reflux for 2 h in presence of catalytic amount of p-toluenesulfonic acid. The reaction mixture was concentrated in vacuo to provide a white solid, which was redissolved in 20 ml of EtOH and stirred with NaBH4 (0.30 g, 80 mmol) for 12 h at 25° C. Reaction mixture was diluted with 100 ml of EtOAc and washed with brine several times. Organic layer was dried over MgSO4 ... Isolated yield 40.2%. The reactants are C1(=CC=C(C=C1)S(=O)(=O)O)C (p-toluenesulfonic acid), [BH4-].[Na+] (NaBH4), C(#N)C1(CCC(CC1)=O)C1=CC=CC=C1 (4-cyano-4-phenyl-cyclohexanone), N1CCNCC1 (piperazine). RXN SMILES: [C:1]([C:3]1([C:10]2[CH:15]=[CH:14][CH:13]=[CH:12][CH:11]=2)[CH2:8][CH2:7][C:6](=O)[CH2:5][CH2:4]1)#[N:2].[NH:16]1[CH2:21][CH2:20][NH:19][CH2:18][CH2:17]1.C1(C)C=CC(S(O)(=O)=O)=CC=1.[BH4-].[Na+]>C1(C)C=CC=CC=1.CCO.CCOC(C)=O.CO.CCOC(C)=O>[C:10]1([C:3]2([C:1]#[N:2])[CH2:8][CH2:7][CH:6]([N:16]3[CH2:21][CH2:20][NH:19][CH2:18][CH2:17]3)[CH2:5][CH2:4]2)[CH:15]=[CH:14][CH:13]=[CH:12][CH:11]=1 |f:3.4,8.9|. The solvent is CO.CCOC(=O)C (MeOH EtOAc), CCOC(=O)C (EtOAc), C1(=CC=CC=C1)C (toluene), CCO (EtOH).